Dataset: the Open Reaction Database (ORD), a public repository of structured organic reaction records. Task: describe an organic reaction: reactants, conditions, products, and yield The reactants are COC1=CC=C(C=C1)C(C1=CC=C(C=C1)OC)NC(=O)C1=CC=CC=2SC(=CC21)C2=NC(=NC=C2C)Cl (2-(2-chloro-5-methylpyrimidin-4-yl)-benzo[b]thiophene-4-carboxylic acid [bis-(4-methoxyphenyl)-methyl]-amide), C(C)(C)(C)OC(=O)N1CCC(CC1)CCCN (4-(3-aminopropyl)-piperidine-1-carboxylic acid tert-butyl ester), C(C)(C)N(CC)C(C)C (diisopropylethylamine). The solvent is O1CCOCC1 (1,4-dioxane). Reaction conditions: temperature 97 celsius. The product is CC=1C(=NC(=NC1)NCCCC1CCNCC1)C1=CC2=C(S1)C=CC=C2C(=O)N (2-[5-methyl-2-(3-piperidin-4-ylpropylamino)-pyrimidin-4-yl]-benzo[b]thiophene-4-carboxylic acid amide). As a reaction SMILES: COC1C=CC(C([NH:18][C:19]([C:21]2[C:29]3[CH:28]=[C:27]([C:30]4[C:35]([CH3:36])=[CH:34][N:33]=[C:32](Cl)[N:31]=4)[S:26][C:25]=3[CH:24]=[CH:23][CH:22]=2)=[O:20])C2C=CC(OC)=CC=2)=CC=1.C(OC([N:45]1[CH2:50][CH2:49][CH:48]([CH2:51][CH2:52][CH2:53][NH2:54])[CH2:47][CH2:46]1)=O)(C)(C)C.C(N(C(C)C)CC)(C)C>O1CCOCC1>[CH3:36][C:35]1[C:30]([C:27]2[S:26][C:25]3[CH:24]=[CH:23][CH:22]=[C:21]([C:19]([NH2:18])=[O:20])[C:29]=3[CH:28]=2)=[N:31][C:32]([NH:54][CH2:53][CH2:52][CH2:51][CH:48]2[CH2:49][CH2:50][NH:45][CH2:46][CH2:47]2)=[N:33][CH:34]=1. Procedure details: A stirred mixture of 2-(2-chloro-5-methylpyrimidin-4-yl)-benzo[b]thiophene-4-carboxylic acid [bis-(4-methoxyphenyl)-methyl]-amide (1.14 g, 2.15 mmol), 4-(3-aminopropyl)-piperidine-1-carboxylic acid tert-butyl ester (1.04 g, 4.30 mmol) and diisopropylethylamine (1.12 mL, 6.45 mmol) in 1,4-dioxane (10 mL) is heated at 97° C. under a nitrogen atmosphere for 3 days. After concentration and subsequent chromatography on silica gel, eluting with MeOH in dichloromethane 0-2%, the desired product is obta... Starting materials: Cl (hydrochloric acid), C(C1=CC=CC=C1)(=O)CC#N (benzoylacetonitrile), C(CC#N)#N (malononitrile), C(C)(=O)[O-].[NH4+] (ammonium acetate), ice water. Solvent: C(C)O (ethanol), O (water). Product: C1(=CC=CC=C1)C(=C(C#N)C#N)CC#N (2-Phenyl-1,1,3-tricyanopropylene). Isolated yield 61.1%. RXN SMILES: [C:1]([CH2:9][C:10]#[N:11])(=O)[C:2]1[CH:7]=[CH:6][CH:5]=[CH:4][CH:3]=1.[C:12](#[N:16])[CH2:13][C:14]#[N:15].C([O-])(=O)C.[NH4+].Cl>C(O)C.O>[C:2]1([C:1]([CH2:9][C:10]#[N:11])=[C:13]([C:12]#[N:16])[C:14]#[N:15])[CH:7]=[CH:6][CH:5]=[CH:4][CH:3]=1 |f:2.3|. Reported procedure: A mixture of 250 grams (1.722 mol, 1 eq) of benzoylacetonitrile, 284 grams (270 mL, 4.306 mol, 2.5 eq) of malononitrile and 138 grams (1.784 mol, 1.04 eq) of ammonium acetate in 2500 mL of ethanol was heated to reflux for 1.5 hours and then cooled to room temperature. To this mixture was added 190 mL of 12M hydrochloric acid dropwise with cooling (ice/water bath). The mixture was placed in a separate flask and a solid formed. To this mixture was added 3300 mL of water with stirring. The solid wa... Starting materials: C1CCOC1 (THF), ClC=1C=CC(=C(C1)CN1C(OC(=N1)C1=CC=C(C=C1)C(F)(F)F)=O)OC(=O)COP(=O)(OCC1=CC=CC=C1)OCC1=CC=CC=C1 (3-[[5-chloro-2-[[[[bis-(phenylmethyl)phosphonooxy]methyl]carbonyl]oxy]phenyl]methyl]-5-[4-(trifluoromethyl)phenyl]- 1,3,4 -oxadiazol-2(3H)-one). The reagents and catalysts are O=[Pt]=O (PtO2). The solvent is C(C)(=O)OCC (ethyl acetate). Product: acetone-hexanes, ClC=1C=CC(=C(C1)CN1C(OC(=N1)C1=CC=C(C=C1)C(F)(F)F)=O)OC(=O)COP(=O)(O)O (3-[[5-Chloro-2-[[[(phosphonooxy)methyl]carbonyl]oxy]phenyl]methyl]-5-[4-(trifluoromethyl)phenyl]-1,3,4-oxadiazol-2(3H)-one). Isolated yield 81.6%. RXN SMILES: [Cl:1][C:2]1[CH:3]=[CH:4][C:5]([O:25][C:26]([CH2:28][O:29][P:30]([O:40]CC2C=CC=CC=2)([O:32]CC2C=CC=CC=2)=[O:31])=[O:27])=[C:6]([CH2:8][N:9]2[N:13]=[C:12]([C:14]3[CH:19]=[CH:18][C:17]([C:20]([F:23])([F:22])[F:21])=[CH:16][CH:15]=3)[O:11][C:10]2=[O:24])[CH:7]=1.C1COCC1>C(OCC)(=O)C.O=[Pt]=O>[Cl:1][C:2]1[CH:3]=[CH:4][C:5]([O:25][C:26]([CH2:28][O:29][P:30]([OH:32])([OH:40])=[O:31])=[O:27])=[C:6]([CH2:8][N:9]2[N:13]=[C:12]([C:14]3[CH:19]=[CH:18][C:17]([C:20]([F:22])([F:21])[F:23])=[CH:16][CH:15]=3)[O:11][C:10]2=[O:24])[CH:7]=1. Reported procedure: A solution of 3-[[5-chloro-2-[[[[bis-(phenylmethyl)phosphonooxy]methyl]carbonyl]oxy]phenyl]methyl]-5-[4-(trifluoromethyl)phenyl]- 1,3,4 -oxadiazol-2(3H)-one (138 mg, 0.20 mmol) in ethyl acetate (30 mL) and PtO2 (30 mg) was hydrogenated at 30 psi in a Parr apparatus for 1 hr. After hydrogenation is complete, THF (30 mL) was added to solublize the product and then filtered through a pad of Celite to remove the catalyst. The filtrate was evaporated and the residue was recrytallized twice from ether... The reactants are CC1=C(C=CC=C1)C(CC1=CC=C(C=C1)SC)=O (1-(2-Methylphenyl)2-(4-methylthiophenyl)ethanone), solution, BrBr (bromine). Solvent: C(C)(=O)O (acetic acid), Br (HBr), C(C)(=O)O (acetic acid), C(C)(=O)O (acetic acid). Reaction conditions: time 2 hour. Product: BrC(C(=O)C1=C(C=CC=C1)C)C1=CC=C(C=C1)SC (2-Bromo-1-(2-methylphenyl)-2-(4-methylthiophenyl)ethanone). As a reaction SMILES: [CH3:1][C:2]1[CH:7]=[CH:6][CH:5]=[CH:4][C:3]=1[C:8](=[O:18])[CH2:9][C:10]1[CH:15]=[CH:14][C:13]([S:16][CH3:17])=[CH:12][CH:11]=1.[Br:19]Br>C(O)(=O)C.Br>[Br:19][CH:9]([C:10]1[CH:11]=[CH:12][C:13]([S:16][CH3:17])=[CH:14][CH:15]=1)[C:8]([C:3]1[CH:4]=[CH:5][CH:6]=[CH:7][C:2]=1[CH3:1])=[O:18]. Procedure details: A solution of the ketone from Step 2 (5.92 g, 23.1 mmol) in acetic acid (50 mL) and 33% HBr in acetic acid (2 mL) was treated with a 1.1M solution of bromine in acetic acid (21.7 mL, 23.8 mmol) and stirred at room temperature for 2 hours. The solution was concentrated in vacuo and the residue taken up in dichloromethane, washed with 1N NaHSO3 and sat. aq. NaHCO3, dried over anhydrous MgSO4, filtered and concentrated in vacuo to give a yellow solid which was used directly in the next step without... The reactants are CS(=O)(=O)OCCC(C1=CNC2=C(C=C(C=C12)F)CSC)C1=C(C=C(C=C1)Cl)Cl (3-(2,4-Dichlorophenyl)-3-{5-fluoro-7-[(methylsulfanyl)methyl]-1H-indol-3-yl}propyl methanesulfonate), [C-]#N.[K+] (potassium cyanide). Solvent: CS(=O)C (DMSO). Conditions: temperature 120 celsius, time 8 hour. The product is ClC1=C(C=CC(=C1)Cl)C(CCC#N)C1=CNC2=C(C=C(C=C12)F)CSC (4-(2,4-Dichlorophenyl)-4-{5-fluoro-7-[(methylsulfanyl)methyl]-1H-indol-3-yl}butanonitrile). Reaction SMILES: CS(O[CH2:6][CH2:7][CH:8]([C:22]1[CH:27]=[CH:26][C:25]([Cl:28])=[CH:24][C:23]=1[Cl:29])[C:9]1[C:17]2[C:12](=[C:13]([CH2:19][S:20][CH3:21])[CH:14]=[C:15]([F:18])[CH:16]=2)[NH:11][CH:10]=1)(=O)=O.[C-:30]#[N:31].[K+]>CS(C)=O>[Cl:29][C:23]1[CH:24]=[C:25]([Cl:28])[CH:26]=[CH:27][C:22]=1[CH:8]([C:9]1[C:17]2[C:12](=[C:13]([CH2:19][S:20][CH3:21])[CH:14]=[C:15]([F:18])[CH:16]=2)[NH:11][CH:10]=1)[CH2:7][CH2:6][C:30]#[N:31] |f:1.2|. Procedure: 1.36 g (2.86 mmol) of the compound from Example 58A and 372 mg (5.71 mmol) of potassium cyanide were dissolved in 65 ml of DMSO and stirred at 120° C. overnight. The mixture was concentrated, and the residue was taken up in ethyl acetate, washed with saturated aqueous sodium bicarbonate solution, water and saturated aqueous sodium chloride solution, dried over magnesium sulfate, filtered and concentrated. The crude product was purified by preparative HPLC (RP18 column; mobile phase: acetonitrile... Isolated yield 35.1%. The reactants are C(C)(C)(C)OC(=O)[C@H]1N([C@H](SC1)C1=C(C=CC=C1)F)C([C@H](C)NC(NC=1C=C(C=CC1)CC(=O)OC)=O)=O (methyl 3-{3-{(2S)-1-[(2R,4R)-4-tert-butoxycarbonyl-2-(2-fluorophenyl)-3-thiazolidinyl]-1-oxo-2-propyl}ureido}-phenylacetate), [OH-].[K+] (potassium hydroxide), crude product. Procedure details: The operation is carried out in a fashion similar to that described in Example 77, but starting from 0.38 g of methyl 3-{3-{(2S)-1-[(2R,4R)-4-tert-butoxycarbonyl-2-(2-fluorophenyl)-3-thiazolidinyl]-1-oxo-2-propyl}ureido}-phenylacetate in 6 cm3 of a water/methanol (30/70 by volume) mixture and 0.05 g of potassium hydroxide. The crude product is dissolved in 3.5 cm3 of 0.1N aqueous sodium hydroxide solution. The solution thus obtained is washed with 2 times 10 cm3 of ethyl acetate, filtered and br... Product: C(C)(C)(C)OC(=O)[C@H]1N([C@H](SC1)C1=C(C=CC=C1)F)C([C@H](C)NC(NC=1C=C(C=CC1)CC(=O)O)=O)=O (3-{3-{(2S)-1-[(2R,4R)-4-tert-butoxycarbonyl-2-(2-fluorophenyl)-3-thiazolidinyl]-1-oxo-2-propyl}ureido}phenylacetic acid). Solvent: O.CO (water methanol), [OH-].[Na+] (sodium hydroxide). Reaction SMILES: [C:1]([O:5][C:6]([C@@H:8]1[CH2:12][S:11][C@H:10]([C:13]2[CH:18]=[CH:17][CH:16]=[CH:15][C:14]=2[F:19])[N:9]1[C:20](=[O:38])[C@@H:21]([NH:23][C:24](=[O:37])[NH:25][C:26]1[CH:27]=[C:28]([CH2:32][C:33]([O:35]C)=[O:34])[CH:29]=[CH:30][CH:31]=1)[CH3:22])=[O:7])([CH3:4])([CH3:3])[CH3:2].[OH-].[K+]>O.CO.[OH-].[Na+]>[C:1]([O:5][C:6]([C@@H:8]1[CH2:12][S:11][C@H:10]([C:13]2[CH:18]=[CH:17][CH:16]=[CH:15][C:14]=2[F:19])[N:9]1[C:20](=[O:38])[C@@H:21]([NH:23][C:24](=[O:37])[NH:25][C:26]1[CH:27]=[C:28]([CH2:32][C:33]([OH:35])=[O:34])[CH:29]=[CH:30][CH:31]=1)[CH3:22])=[O:7])([CH3:2])([CH3:3])[CH3:4] |f:1.2,3.4,5.6|. Reactants: BrC1=C(C(=O)OCC)C=C(C=C1)O (ethyl 2-bromo-5-hydroxybenzoate), FC1=C(C=C(C=C1)OC)B(O)O (2-fluoro-5-methoxyphenylboronic acid), C1(CCCCC1)P(C1=C(C=CC=C1)C1=C(C=CC=C1OC)OC)C1CCCCC1 (2-dicyclohexylphosphino-2′,6′-dimethoxybiphenyl), C([O-])([O-])=O.[Na+].[Na+] (sodium carbonate). The reagents and catalysts are C=1C=CC(=CC1)/C=C/C(=O)/C=C/C2=CC=CC=C2.C=1C=CC(=CC1)/C=C/C(=O)/C=C/C2=CC=CC=C2.C=1C=CC(=CC1)/C=C/C(=O)/C=C/C2=CC=CC=C2.[Pd].[Pd] (tris(dibenzylideneacetone)dipalladium). Solvent: C1(=CC=CC=C1)C (toluene), O (water), Cl (hydrochloric acid). Run at temperature 100 celsius, time 21.5 hour. Product: FC1=C(C=C(C=C1)OC)C=1C(=CC(=CC1)O)C(=O)OCC (ethyl 2′-fluoro-4-hydroxy-5′-methoxy-[1,1′-biphenyl]-2-carboxylate). Isolated yield 103.1%. RXN SMILES: Br[C:2]1[CH:12]=[CH:11][C:10]([OH:13])=[CH:9][C:3]=1[C:4]([O:6][CH2:7][CH3:8])=[O:5].[F:14][C:15]1[CH:20]=[CH:19][C:18]([O:21][CH3:22])=[CH:17][C:16]=1B(O)O.C1(P(C2CCCCC2)C2C=CC=CC=2C2C(OC)=CC=CC=2OC)CCCCC1.C(=O)([O-])[O-].[Na+].[Na+]>C1(C)C=CC=CC=1.O.Cl.C1C=CC(/C=C/C(/C=C/C2C=CC=CC=2)=O)=CC=1.C1C=CC(/C=C/C(/C=C/C2C=CC=CC=2)=O)=CC=1.C1C=CC(/C=C/C(/C=C/C2C=CC=CC=2)=O)=CC=1.[Pd].[Pd]>[F:14][C:15]1[CH:20]=[CH:19][C:18]([O:21][CH3:22])=[CH:17][C:16]=1[C:2]1[C:3]([C:4]([O:6][CH2:7][CH3:8])=[O:5])=[CH:9][C:10]([OH:13])=[CH:11][CH:12]=1 |f:3.4.5,9.10.11.12.13|. Procedure: Under an argon atmosphere, to a solution of ethyl 2-bromo-5-hydroxybenzoate (1.13 g) in toluene (30 mL) were added 2-fluoro-5-methoxyphenylboronic acid (1.18 g), 2-dicyclohexylphosphino-2′,6′-dimethoxybiphenyl (379 mg), 75% tris(dibenzylideneacetone)dipalladium (0) (281 mg) and 2.0 M aqueous sodium carbonate solution (6.9 mL), and the mixture was stirred at 100° C. for 21.5 hr. The reaction mixture was diluted with water and 1N hydrochloric acid, and extracted with ethyl acetate. The extract was...